This data is from the Open Reaction Database (ORD), a public repository of structured organic reaction records. The task is: describe an organic reaction: reactants, conditions, products, and yield Starting materials: O=C([O-])[O-], CC(C)=O, [K+], [K+], CCCOc1c(OCCBr)cc(C2CCC(c3cc(OC)c(OC)c(OC)c3)O2)cc1S(=O)(=O)CC(C)O, c1c[nH]cn1. Product: CCCOc1c(OCCn2ccnc2)cc(C2CCC(c3cc(OC)c(OC)c(OC)c3)O2)cc1S(=O)(=O)CC(C)O. Reaction SMILES: [C:44](=[O:45])([O-:46])[O-:47].[CH3:50][C:51](=[O:52])[CH3:53].[K+:48].[K+:49].[OH:1][CH:2]([CH2:3][S:4](=[O:5])(=[O:6])[c:7]1[cH:8][c:9]([CH:21]2[O:22][CH:23]([c:26]3[cH:27][c:28]([O:36][CH3:37])[c:29]([O:34][CH3:35])[c:30]([O:32][CH3:33])[cH:31]3)[CH2:24][CH2:25]2)[cH:10][c:11]([O:17][CH2:18][CH2:19][Br:20])[c:12]1[O:13][CH2:14][CH2:15][CH3:16])[CH3:38].[nH:39]1[cH:40][n:41][cH:42][cH:43]1>>[OH:1][CH:2]([CH2:3][S:4](=[O:5])(=[O:6])[c:7]1[cH:8][c:9]([CH:21]2[O:22][CH:23]([c:26]3[cH:27][c:28]([O:36][CH3:37])[c:29]([O:34][CH3:35])[c:30]([O:32][CH3:33])[cH:31]3)[CH2:24][CH2:25]2)[cH:10][c:11]([O:17][CH2:18][CH2:19][n:39]2[cH:40][n:41][cH:42][cH:43]2)[c:12]1[O:13][CH2:14][CH2:15][CH3:16])[CH3:38]. The reactants are C(#N)C1=C(C=CC=C1)C=1OC2=C(C1)C=C(C=C2)C (2-(2-cyanophenyl)-5-methylbenzofuran), C[Sn](C)(C)N=[N+]=[N-] (trimethyltin azide), C[Sn](C)(C)N=[N+]=[N-] (trimethyltin azide), C[Sn](C)(C)N=[N+]=[N-] (trimethyltin azide). Run in C1(=CC=CC=C1)C (toluene). Conditions: time 24 hour. Yields the product N1N=NN=C1C1=C(C=CC=C1)C=1OC2=C(C1)C=C(C=C2)C (2-[2-(1H-Tetrazol-5-yl)phenyl]-5-methylbenzofuran). The yield is 57.3%. Reaction SMILES: [C:1]([C:3]1[CH:8]=[CH:7][CH:6]=[CH:5][C:4]=1[C:9]1[O:10][C:11]2[CH:17]=[CH:16][C:15]([CH3:18])=[CH:14][C:12]=2[CH:13]=1)#[N:2].C[Sn]([N:23]=[N+:24]=[N-:25])(C)C>C1(C)C=CC=CC=1>[NH:23]1[C:1]([C:3]2[CH:8]=[CH:7][CH:6]=[CH:5][C:4]=2[C:9]2[O:10][C:11]3[CH:17]=[CH:16][C:15]([CH3:18])=[CH:14][C:12]=3[CH:13]=2)=[N:2][N:25]=[N:24]1. Procedure: A 500 mL 3-neck round bottom flask equipped with a magnetic stirrer, condenser, thermometer and nitrogen bubbler was charged with 19.1 g (82 mmol) of 2-(2-cyanophenyl)-5-methylbenzofuran, 200 mL of toluene and 25.6 g (124 mmol) of trimethyltin azide. The suspension was heated at reflux for 20 hours, then an additional 10.0 g (48 mmol) of trimethyltin azide was added and heating at reflux was continued for another 24 hours. Additional trimethyltin azide (5.8 g, 27 mmol) was added and refluxing co... The reactants are FC(C=1C=C(C=C(C1)C(F)(F)F)[C@@H](C)N(C(=O)N1[C@H](CC(CC1)=C)C1=C(C=C(C=C1)F)C)C)(F)F ((2R)-N-{(1R)-1-[3,5-bis(trifluoromethyl)phenyl]ethyl}-2-(4-fluoro-2-methylphenyl)-N-methyl-4-methylidene-1-piperidinecarboxamide), FC(C=1C=C(C=C(C1)C(F)(F)F)[C@@H](C)N(C(=O)N1[C@H](CC(CC1)=C)C1=C(C=C(C=C1)F)C)C)(F)F ((2R)-N-{(1R)-1-[3,5-bis(trifluoromethyl)phenyl]ethyl}-2-(4-fluoro-2-methylphenyl)-N-methyl-4-methylidene-1-piperidinecarboxamide), CC(C)(C)OC(=O)N[C@@H](C(=O)OC)CC=C (methyl (2R)-2-({[(1,1-dimethylethyl)oxy]carbonyl}amino)-4-pentenoate). The reagents and catalysts are CC1=CC(=C(C(=C1)C)N2CCN(C2=[Ru](=CC3=C(C=CC=C3)OC(C)C)(Cl)Cl)C4=C(C=C(C=C4C)C)C)C (Hoveyda-Grubbs catalyst 2nd generation), CC1=C(C(=CC(=C1)C)C)N1C(N(CC1)C1=C(C=C(C=C1C)C)C)=[Ru](=CC1=C(C=CC=C1)OC(C)C)(Cl)Cl ((1,3-bis-(2,4,6-trimethylphenyl)-2-imidazolidinylidene)dichloro(o-isopropoxyphenylmethylene)ruthenium). Run at temperature 47 celsius. Yields the product FC(C=1C=C(C=C(C1)C(F)(F)F)[C@@H](C)N(C(=O)N1[C@H](C\C(\CC1)=C\C[C@H](C(=O)OC)NC(=O)OC(C)(C)C)C1=C(C=C(C=C1)F)C)C)(F)F (methyl (2R,4E)-4-[(2R)-1{[{(1R)-1-[3,5-bis(trifluoromethyl)phenyl]ethyl}(methyl)amino]carbonyl}-2-(4-fluoro-2-methylphenyl)-4-piperidinylidene]-2-({[(1,1-dimethylethyl)oxy]carbonyl}amino)butanoate). RXN SMILES: [F:1][C:2]([F:35])([F:34])[C:3]1[CH:4]=[C:5]([C@H:13]([N:15]([CH3:33])[C:16]([N:18]2[CH2:23][CH2:22][C:21](=[CH2:24])[CH2:20][C@@H:19]2[C:25]2[CH:30]=[CH:29][C:28]([F:31])=[CH:27][C:26]=2[CH3:32])=[O:17])[CH3:14])[CH:6]=[C:7]([C:9]([F:12])([F:11])[F:10])[CH:8]=1.[CH3:36][C:37]([O:40][C:41]([NH:43][C@H:44]([CH2:49]C=C)[C:45]([O:47][CH3:48])=[O:46])=[O:42])([CH3:39])[CH3:38]>CC1C=C(C)C(N2C(=[Ru](Cl)(Cl)=CC3C=CC=CC=3OC(C)C)N(C3C(C)=CC(C)=CC=3C)CC2)=C(C)C=1>[F:35][C:2]([F:1])([F:34])[C:3]1[CH:4]=[C:5]([C@H:13]([N:15]([CH3:33])[C:16]([N:18]2[CH2:23][CH2:22]/[C:21](=[CH:24]\[CH2:49][C@@H:44]([NH:43][C:41]([O:40][C:37]([CH3:36])([CH3:39])[CH3:38])=[O:42])[C:45]([O:47][CH3:48])=[O:46])/[CH2:20][C@@H:19]2[C:25]2[CH:30]=[CH:29][C:28]([F:31])=[CH:27][C:26]=2[CH3:32])=[O:17])[CH3:14])[CH:6]=[C:7]([C:9]([F:11])([F:12])[F:10])[CH:8]=1. Procedure details: A solution of (2R)-N-{(1R)-1-[3,5-bis(trifluoromethyl)phenyl]ethyl}-2-(4-fluoro-2-methylphenyl)-N-methyl-4-methylidene-1-piperidinecarboxamide (intermediate 53 3 g, 5.97 mmol) and methyl (2R)-2-({[(1,1-dimethylethyl)oxy]carbonyl}amino)-4-pentenoate (4.11 g, 17.91 mmol) in dry, degassed dichloromethane (DCM) (24 ml), was added to a flame dried round bottomed flask containing (1,3-bis-(2,4,6-trimethylphenyl)-2-imidazolidinylidene)dichloro(o-isopropoxyphenylmethylene)ruthenium, Hoveyda-Grubbs catal... Starting materials: BrCc1ccc(CN2CCC3(CCc4ccccc43)CC2)cc1, CCOC(=O)CCc1ccc(O)cc1F, [K+], [K+], O=C([O-])[O-], CN(C)C=O, O. The product is CCOC(=O)CCc1ccc(OCc2ccc(CN3CCC4(CCc5ccccc54)CC3)cc2)cc1F. Reaction SMILES: [Br:1][CH2:2][c:3]1[cH:4][cH:5][c:6]([CH2:7][N:8]2[CH2:9][CH2:10][C:11]3([CH2:12][CH2:13][c:14]4[cH:15][cH:16][cH:17][cH:18][c:19]43)[CH2:20][CH2:21]2)[cH:22][cH:23]1.[F:24][c:25]1[c:26]([CH2:32][CH2:33][C:34](=[O:35])[O:36][CH2:37][CH3:38])[cH:27][cH:28][c:29]([OH:31])[cH:30]1.[K+:39].[K+:40].[O-:41][C:42]([O-:43])=[O:44].[O:45]=[CH:46][N:47]([CH3:48])[CH3:49].[OH2:50]>>[CH2:2]([c:3]1[cH:4][cH:5][c:6]([CH2:7][N:8]2[CH2:9][CH2:10][C:11]3([CH2:12][CH2:13][c:14]4[cH:15][cH:16][cH:17][cH:18][c:19]43)[CH2:20][CH2:21]2)[cH:22][cH:23]1)[O:31][c:29]1[cH:28][cH:27][c:26]([CH2:32][CH2:33][C:34](=[O:35])[O:36][CH2:37][CH3:38])[c:25]([F:24])[cH:30]1. Reported procedure: A mixture of 2-(4-chlorobenzyloxy)-3,3,3-trifluoro-2-trifluoromethylpropionitrile (20 g.), potassium hydroxide (25 g.), ethanol (250 ml.) and water (250 ml.) is heated under reflux for 15 minutes. Most of the ethanol is evaporated in vacuo, and the residue is cooled until the precipitated oil solidifies. The solid is filtered off, and is recrystallised from a mixture of ether and light petroleum (b.p. 40°-60° C.) (charcoal) to give 2-(4-chlorobenzyloxy)-3,3,3-trifluoro-2-trifluoromethylpropionam... RXN SMILES: [Cl:1][C:2]1[CH:20]=[CH:19][C:5]([CH2:6][O:7][C:8]([C:15]([F:18])([F:17])[F:16])([C:11]([F:14])([F:13])[F:12])[C:9]#[N:10])=[CH:4][CH:3]=1.[OH-].[K+].C([OH:25])C>O>[Cl:1][C:2]1[CH:3]=[CH:4][C:5]([CH2:6][O:7][C:8]([C:11]([F:12])([F:13])[F:14])([C:15]([F:16])([F:17])[F:18])[C:9]([NH2:10])=[O:25])=[CH:19][CH:20]=1 |f:1.2|. Reactants: ClC1=CC=C(COC(C#N)(C(F)(F)F)C(F)(F)F)C=C1 (2-(4-chlorobenzyloxy)-3,3,3-trifluoro-2-trifluoromethylpropionitrile), [OH-].[K+] (potassium hydroxide), C(C)O (ethanol). The product is ClC1=CC=C(COC(C(=O)N)(C(F)(F)F)C(F)(F)F)C=C1 (2-(4-chlorobenzyloxy)-3,3,3-trifluoro-2-trifluoromethylpropionamide). The solvent is O (water). The product is BrC1=CC2=C(NC=N2)C(=C1)C (5-bromo-7-methyl-1H-benzo[d]imidazole). RXN SMILES: [Br:1][C:2]1[CH:7]=[C:6]([NH2:8])[C:5]([NH2:9])=[C:4]([CH3:10])[CH:3]=1.[C:11]([O-])(O)=O.[Na+]>C(O)=O>[Br:1][C:2]1[CH:3]=[C:4]([CH3:10])[C:5]2[NH:9][CH:11]=[N:8][C:6]=2[CH:7]=1 |f:1.2|. The yield is 82.0%. Reported procedure: A mixture of 72 (1.27 g, 6.32 mmol) in formic acid (10 mL) was heated at reflux overnight. The reaction mixture was concentrated in vacuo to afford brown oil, which was treated with a satd. aq. NaHCO3. The aqueous solution was extracted with EtOAc (3×300 mL). The extracts were dried MgSO4), filtered and concentrated to afford 1.09 g (82%) of 5-bromo-7-methyl-1H-benzo[d]imidazole (74) as yellow solid; MS (ESI) m/z 211.1 [M+1]+. Reactants: BrC1=CC(=C(C(=C1)N)N)C (5-bromo-3-methylbenzene-1,2-diamine), C(=O)(O)[O-].[Na+] (NaHCO3). Solvent: C(=O)O (formic acid). The reactants are CN(C)C(=O)Oc2ccc(c1ccccc1)cc2 (substrate), Cn2cnc1ccccc12 (effective_coupling_partner). The reagents and catalysts are dcype. Conditions: temperature 110 celsius, time 12 hour. The product is Cn4c(c2ccc(c1ccccc1)cc2)nc3ccccc34. Starting materials: ClC(C(=O)OC)=NNC1=C(C=CC=C1)SCC(=C)C1=CC=CC=C1 (methyl chloro[[2-[(2-phenyl-2-propenyl)thio]-phenyl]hydrazono]acetate), S([O-])(O)=O.[Na+] (sodium bisulfite), OO (hydrogen peroxide), C([O-])(O)=O.[Na+] (sodium bicarbonate). Solvent: C(C)(=O)O (acetic acid), O (water). Reaction conditions: time 5 hour. Yields the product ClC(C(=O)OC)=NNC1=C(C=CC=C1)S(=O)CC(=C)C1=CC=CC=C1 (methyl chloro[[2-[(2-phenyl-2-propenyl)sulfinyl]phenyl]-hydrazono]acetate). As a reaction SMILES: [Cl:1][C:2](=[N:7][NH:8][C:9]1[CH:14]=[CH:13][CH:12]=[CH:11][C:10]=1[S:15][CH2:16][C:17]([C:19]1[CH:24]=[CH:23][CH:22]=[CH:21][CH:20]=1)=[CH2:18])[C:3]([O:5][CH3:6])=[O:4].OO.C(=O)(O)[O-:28].[Na+].S(=O)(O)[O-].[Na+]>C(O)(=O)C.O>[Cl:1][C:2](=[N:7][NH:8][C:9]1[CH:14]=[CH:13][CH:12]=[CH:11][C:10]=1[S:15]([CH2:16][C:17]([C:19]1[CH:20]=[CH:21][CH:22]=[CH:23][CH:24]=1)=[CH2:18])=[O:28])[C:3]([O:5][CH3:6])=[O:4] |f:2.3,4.5|. Procedure: The compound of Step B (5 g) was stirred with occasional warming in acetic acid (45 ml) and treated with 30% aqueous hydrogen peroxide (2.0 ml). After stirring for 5 h, water (200 ml) was added and the P.h. was adjusted to 6 with sodium bicarbonate. Saturated sodium bisulfite solution (3 ml) was added and the mixture was extracted with dichloromethane (200 ml). The organic layer was dried and evaporated to give the title compound (4.9 g).